Dataset: the Open Reaction Database (ORD), a public repository of structured organic reaction records. Task: describe an organic reaction: reactants, conditions, products, and yield Starting materials: c2ccc(C1CCNCC1)cc2 (effective_coupling_partner), CC(C)(C)C(=O)Oc1ccccc1 (substrate). Reagents/catalysts: IPr. Run at temperature 80 celsius, time 3 hour. The product is c3ccc(C2CCN(c1ccccc1)CC2)cc3. Starting materials: C(C)OC(CC=1C=NC(=C(C1)C1=C(C=C(C=C1)C(F)(F)F)CN(CC)C(=O)OCC1=CC=CC=C1)OC)=O ((5-{2-[(N-Benzyloxycarbonyl-N-ethyl-amino)-methyl]-4-trifluoromethyl-phenyl}-6-methoxy-pyridin-3-yl)-acetic acid ethyl ester), C(=O)[O-].[NH4+] (ammonium formate), N#N (N2). The reagents and catalysts are [Pd] (palladium on carbon). Run in CO (MeOH). Conditions: time 3 hour. Product: C(C)OC(CC=1C=NC(=C(C1)C1=C(C=C(C=C1)C(F)(F)F)CNCC)OC)=O ([5-(2-ethylaminomethyl-4-trifluoromethyl-phenyl)-6-methoxy-pyridin-3-yl]-acetic acid ethyl ester). RXN SMILES: [CH2:1]([O:3][C:4](=[O:38])[CH2:5][C:6]1[CH:7]=[N:8][C:9]([O:36][CH3:37])=[C:10]([C:12]2[CH:17]=[CH:16][C:15]([C:18]([F:21])([F:20])[F:19])=[CH:14][C:13]=2[CH2:22][N:23](C(OCC2C=CC=CC=2)=O)[CH2:24][CH3:25])[CH:11]=1)[CH3:2].C([O-])=O.[NH4+].N#N>[Pd].CO>[CH2:1]([O:3][C:4](=[O:38])[CH2:5][C:6]1[CH:7]=[N:8][C:9]([O:36][CH3:37])=[C:10]([C:12]2[CH:17]=[CH:16][C:15]([C:18]([F:19])([F:21])[F:20])=[CH:14][C:13]=2[CH2:22][NH:23][CH2:24][CH3:25])[CH:11]=1)[CH3:2] |f:1.2|. Procedure details: (5-{2-[(N-Benzyloxycarbonyl-N-ethyl-amino)-methyl]-4-trifluoromethyl-phenyl}-6-methoxy-pyridin-3-yl)-acetic acid ethyl ester (0.700 g, 1.3 mmol), ammonium formate (0.164 g, 2.6 mmol), and palladium on carbon (10%; 0.138 g) were combined in an evacuated flask that was backfilled with N2. MeOH (10 mL) was added, and the resulting suspension was stirred at room temperature for 3 hours. A balloon of H2 was added, and the reaction was stirred under an atmosphere of H2 overnight at room temperature. T... Starting materials: C(C)N(C1=C(C=CC(=C1)OC)[C@H]1CC=2C=CC(=CC2CC1)OC(C(C)(C)C)=O)C(C1=CC(=C(C=C1)O)F)=O (pivalic acid (R)-6-{2-[ethyl(3-fluoro-4-hydroxybenzoyl)amino]-4-methoxyphenyl}-5,6,7,8-tetrahydronaphthalen-2-yl ester), ClCC(=O)N1CCCCC1 (2-chloro-1-piperidin-1-ylethanone). The product is C(C)N(C1=C(C=CC(=C1)OC)[C@H]1CC=2C=CC(=CC2CC1)O)CC1=CC(=C(C=C1)OCCN1CCCCC1)F ((R)-6-{2-{Ethyl[3-fluoro-4-(2-piperidin-1-ylethoxy)benzyl]amino}-4-methoxyphenyl}-5,6,7,8-tetrahydronaphthalen-2-ol). Yield: 9.8%. Reaction SMILES: [CH2:1]([N:3]([C:29](=O)[C:30]1[CH:35]=[CH:34][C:33]([OH:36])=[C:32]([F:37])[CH:31]=1)[C:4]1[CH:9]=[C:8]([O:10][CH3:11])[CH:7]=[CH:6][C:5]=1[C@@H:12]1[CH2:21][CH2:20][C:19]2[CH:18]=[C:17]([O:22]C(=O)C(C)(C)C)[CH:16]=[CH:15][C:14]=2[CH2:13]1)[CH3:2].Cl[CH2:40][C:41]([N:43]1[CH2:48][CH2:47][CH2:46][CH2:45][CH2:44]1)=O>>[CH2:1]([N:3]([CH2:29][C:30]1[CH:35]=[CH:34][C:33]([O:36][CH2:40][CH2:41][N:43]2[CH2:48][CH2:47][CH2:46][CH2:45][CH2:44]2)=[C:32]([F:37])[CH:31]=1)[C:4]1[CH:9]=[C:8]([O:10][CH3:11])[CH:7]=[CH:6][C:5]=1[C@@H:12]1[CH2:21][CH2:20][C:19]2[CH:18]=[C:17]([OH:22])[CH:16]=[CH:15][C:14]=2[CH2:13]1)[CH3:2]. Procedure details: Synthesized from pivalic acid (R)-6-{2-[ethyl(3-fluoro-4-hydroxybenzoyl)amino]-4-methoxyphenyl}-5,6,7,8-tetrahydronaphthalen-2-yl ester (20 mg) and 2-chloro-1-piperidin-1-ylethanone (13 mg) according to an analogous synthetic method to Example 404 and purified by LC-MS, the title compound (2.0 mg) was obtained. Reactants: C(C)(C)(C)C1=CC=C(C=C1)N1C(N(C(C1=O)(C)C)CC1=CC=2N(C=C1)OC(N2)=S)=O (3-(4-tert-butylphenyl)-5,5-dimethyl-1-[(2-thioxo-2H-[1,2,4]oxadiazolo[2,3-a]pyridin-7-yl)methyl]imidazolidine-2,4-dione), N1(CCCC1)CCN (2-pyrrolidin-1-ylethanamine). The solvent is O1CCOCC1 (dioxane). Product: C(C)(C)(C)C1=CC=C(C=C1)N1C(N(C(C1=O)(C)C)CC1=CC(=NC=C1)NC(=O)NCCN1CCCC1)=O (1-(4-{[3-(4-tert-butylphenyl)-5,5-dimethyl-2,4-dioxoimidazolidin-1-yl]methyl}pyridin-2-yl)-3-(2-pyrrolidin-1-ylethyl)urea). RXN SMILES: [C:1]([C:5]1[CH:10]=[CH:9][C:8]([N:11]2[C:15](=[O:16])[C:14]([CH3:18])([CH3:17])[N:13]([CH2:19][C:20]3[CH:25]=[CH:24][N:23]4[O:26][C:27](=S)[N:28]=[C:22]4[CH:21]=3)[C:12]2=[O:30])=[CH:7][CH:6]=1)([CH3:4])([CH3:3])[CH3:2].[N:31]1([CH2:36][CH2:37][NH2:38])[CH2:35][CH2:34][CH2:33][CH2:32]1>O1CCOCC1>[C:1]([C:5]1[CH:10]=[CH:9][C:8]([N:11]2[C:15](=[O:16])[C:14]([CH3:18])([CH3:17])[N:13]([CH2:19][C:20]3[CH:25]=[CH:24][N:23]=[C:22]([NH:28][C:27]([NH:38][CH2:37][CH2:36][N:31]4[CH2:35][CH2:34][CH2:33][CH2:32]4)=[O:26])[CH:21]=3)[C:12]2=[O:30])=[CH:7][CH:6]=1)([CH3:4])([CH3:3])[CH3:2]. Reported procedure: This compound may be prepared as obtained in stage c) of Example 9, but starting with 100 mg of 3-(4-tert-butylphenyl)-5,5-dimethyl-1-[(2-thioxo-2H-[1,2,4]oxadiazolo[2,3-a]pyridin-7-yl)methyl]imidazolidine-2,4-dione obtained in stage b) of Example 9, 2 mL of dioxane and 32.3 mg of 2-pyrrolidin-1-ylethanamine. After chromatography on a column of silica, eluting with a mixture of dichloromethane/methanol/28% aqueous ammonia (95/4/1 by volume), 42.4 mg of 1-(4-{[3-(4-tert-butylphenyl)-5,5-dimethyl-... Starting materials: ClC(Cl)(Cl)Cl, CC(=O)[O-], CCCC[N+](CCCC)(CCCC)CCCC, CCOCC, [Cl-], CCOc1ccc([Si](C)(C)CCl)cc1, [Na+]. Product: CCOc1ccc([Si](C)(C)COC(C)=O)cc1. As a reaction SMILES: [C:20]([Cl:21])([Cl:22])([Cl:23])[Cl:24].[CH3:16][C:17]([O-:18])=[O:19].[CH3:26][CH2:27][CH2:28][CH2:29][N+:30]([CH2:31][CH2:32][CH2:33][CH3:34])([CH2:35][CH2:36][CH2:37][CH3:38])[CH2:39][CH2:40][CH2:41][CH3:42].[CH3:43][CH2:44][O:45][CH2:46][CH3:47].[Cl-:25].[Cl:1][CH2:2][Si:3]([CH3:4])([CH3:5])[c:6]1[cH:7][cH:8][c:9]([O:12][CH2:13][CH3:14])[cH:10][cH:11]1.[Na+:15]>>[CH2:2]([Si:3]([CH3:4])([CH3:5])[c:6]1[cH:7][cH:8][c:9]([O:12][CH2:13][CH3:14])[cH:10][cH:11]1)[O:19][C:17]([CH3:16])=[O:18]. Reactants: C(CCC)[Li] (n-butyl lithium), C(C)(C)N (isopropylamine), P(=O)(OCC)(OCC)Cl (diethyl chlorophosphate), CC1(CCSC2=CC=C(C=C12)C(C)=O)C (4,4-dimethyl-6-acetyl-thiochroman), CC1(CCSC2=CC=C(C=C12)C(C)=O)C (4,4-dimethyl-6-acetyl-thiochroman), C(CCC)[Li] (n-butyllithium), C(C)(C)NC(C)C (diisopropylamine), C(C)(C)[N-]C(C)C.[Li+] (lithium diisopropylamide). Run in CCCCCC (hexane), O1CCCC1 (tetrahydrofuran), O1CCCC1 (tetrahydrofuran), O1CCCC1 (tetrahydrofuran). Reaction conditions: temperature -78 celsius, time 1 hour. Product: CC1(CC(SC2=CC=CC=C12)C#C)C (4,4-Dimethyl--ethynylthiochroman). RXN SMILES: [CH:1](N)(C)[CH3:2].C([Li])CCC.[CH3:10][C:11]1([CH3:24])[C:20]2[C:15](=[CH:16][CH:17]=[C:18](C(=O)C)[CH:19]=2)[S:14][CH2:13][CH2:12]1.P(Cl)(OCC)(OCC)=O.C([N-]C(C)C)(C)C.[Li+].C(NC(C)C)(C)C>O1CCCC1.CCCCCC>[CH3:24][C:11]1([CH3:10])[C:20]2[C:15](=[CH:16][CH:17]=[CH:18][CH:19]=2)[S:14][CH:13]([C:1]#[CH:2])[CH2:12]1 |f:4.5|. Procedure: To a solution of 1.441 g (14.2405 mmol) of isopropylamine in 30 ml dry tetrahydrofuran under argon at -78 degrees C. was added dropwise 9ml of 1.6M (14.4 mmol) n-butyl lithium in hexane. After stirring this solution at -78 degrees C. for 1 hour, it was treated dropwise with a solution 2.95 g (13.389 mmol) of 4,4-dimethyl-6-acetyl-thiochroman (Compound 62) in 5 ml of dry tetrahydrofuran. After another hour of stirring at -78 degrees C., the solution was treated with 2.507 g (14.53 mmol) of diethy... The reactants are [Br-], O=C([O-])O, C=CCBr, CN(C)C=O, Cl, [I-], [K+], c1ccc2c(C3CCNCC3)noc2c1. Yields the product Cl, C=CCN1CCC(c2noc3ccccc23)CC1. Reaction SMILES: [Br-:24].[C:20](=[O:21])([OH:22])[O-:23].[CH2:16]([CH:17]=[CH2:18])[Br:19].[CH3:28][N:29]([CH3:30])[CH:31]=[O:32].[ClH:27].[I-:26].[K+:25].[NH:1]1[CH2:2][CH2:3][CH:4]([c:7]2[n:8][o:9][c:10]3[c:11]2[cH:12][cH:13][cH:14][cH:15]3)[CH2:5][CH2:6]1>>[ClH:27].[N:1]1([CH2:18][CH:17]=[CH2:16])[CH2:2][CH2:3][CH:4]([c:7]2[n:8][o:9][c:10]3[c:11]2[cH:12][cH:13][cH:14][cH:15]3)[CH2:5][CH2:6]1.